This data is from the Open Reaction Database (ORD), a public repository of structured organic reaction records. The task is: describe an organic reaction: reactants, conditions, products, and yield Reactants: CC(C)(C)CC(=O)NCCC=O, O=C(O)C(F)(F)F, COC1Cc2ccc(C(N)=O)cc2C(C)(C)C1N. Product: COC1Cc2ccc(C(N)=O)cc2C(C)(C)C1NCCCNC(=O)CC(C)(C)C. RXN SMILES: [CH3:19][C:20]([CH2:21][C:22](=[O:23])[NH:24][CH2:25][CH2:26][CH:27]=[O:28])([CH3:29])[CH3:30].[F:31][C:32]([F:33])([F:34])[C:35]([OH:36])=[O:37].[NH2:1][CH:2]1[CH:3]([O:17][CH3:18])[CH2:4][c:5]2[cH:6][cH:7][c:8]([C:14](=[O:15])[NH2:16])[cH:9][c:10]2[C:11]1([CH3:12])[CH3:13]>>[NH:1]([CH:2]1[CH:3]([O:17][CH3:18])[CH2:4][c:5]2[cH:6][cH:7][c:8]([C:14](=[O:15])[NH2:16])[cH:9][c:10]2[C:11]1([CH3:12])[CH3:13])[CH2:27][CH2:26][CH2:25][NH:24][C:22]([CH2:21][C:20]([CH3:19])([CH3:29])[CH3:30])=[O:23]. Reactants: C(C1=CC=CC=C1)OC(=O)N(CCC1=C(NC2=CC=C(C=C12)OC(NCCC)=O)C1=CC(=CC(=C1)C)C)CCCCC1=CC=C(C=C1)OCC1=CC=CC=C1 (propylcarbamic acid 3-(2-[benzyloxycarbonyl-[4-(4-benzyloxyphenyl)butyl]amino]-ethyl)-2-(3,5-dimethylphenyl)-1H-indol-5-yl ester), [H][H] (hydrogen), C(C)(=O)O (acetic acid), solution. Reagents/catalysts: [Pd] (palladium on carbon). Run in O1CCCC1 (tetrahydrofuran), CO (methanol), O (water). Yields the product CC=1C=C(C=C(C1)C)C=1NC2=CC=C(C=C2C1CCNCCCCC1=CC=C(C=C1)O)OC(NCCC)=O (Propylcarbamic acid 2-(3,5-dimethylphenyl)-3-[2-[4-(4-hydroxyphenyl)-butylamino]ethyl]-1H-indol-5-yl ester). Reaction SMILES: C(OC([N:11]([CH2:38][CH2:39][CH2:40][CH2:41][C:42]1[CH:47]=[CH:46][C:45]([O:48]CC2C=CC=CC=2)=[CH:44][CH:43]=1)[CH2:12][CH2:13][C:14]1[C:22]2[C:17](=[CH:18][CH:19]=[C:20]([O:23][C:24](=[O:29])[NH:25][CH2:26][CH2:27][CH3:28])[CH:21]=2)[NH:16][C:15]=1[C:30]1[CH:35]=[C:34]([CH3:36])[CH:33]=[C:32]([CH3:37])[CH:31]=1)=O)C1C=CC=CC=1.C(O)(=O)C.[H][H]>O1CCCC1.CO.[Pd].O>[CH3:36][C:34]1[CH:35]=[C:30]([C:15]2[NH:16][C:17]3[C:22]([C:14]=2[CH2:13][CH2:12][NH:11][CH2:38][CH2:39][CH2:40][CH2:41][C:42]2[CH:43]=[CH:44][C:45]([OH:48])=[CH:46][CH:47]=2)=[CH:21][C:20]([O:23][C:24](=[O:29])[NH:25][CH2:26][CH2:27][CH3:28])=[CH:19][CH:18]=3)[CH:31]=[C:32]([CH3:37])[CH:33]=1. Reported procedure: To a stirred solution of propylcarbamic acid 3-(2-[benzyloxycarbonyl-[4-(4-benzyloxyphenyl)butyl]amino]-ethyl)-2-(3,5-dimethylphenyl)-1H-indol-5-yl ester (17 mg in a mixture of 1.5 mL tetrahydrofuran and 0.5 mL methanol) was added 16 mg of 10% palladium on carbon catalyst followed by acetic acid (0.010 mL of a 30% solution in water). The reaction flask was fitted with a hydrogen balloon, evacuated and recharged with hydrogen (3 times) and stirred at room temperature. After 1.5 hours the reaction... As a reaction SMILES: [CH:1]([NH:4][C:5]1[CH:6]=[C:7]([CH:43]=[CH:44][CH:45]=1)[CH2:8][O:9][CH:10]1[CH:15]([C:16]2[CH:21]=[CH:20][C:19]([O:22][CH2:23][CH2:24][CH2:25][O:26][CH2:27][C:28]3[CH:33]=[CH:32][CH:31]=[CH:30][C:29]=3[O:34][CH3:35])=[CH:18][CH:17]=2)[CH2:14][CH2:13][N:12]([C:36]([O:38][C:39]([CH3:42])([CH3:41])[CH3:40])=[O:37])[CH2:11]1)([CH3:3])[CH3:2].[CH3:46][O:47][CH2:48][CH2:49][C:50](Cl)=[O:51]>>[CH:1]([N:4]([C:50](=[O:51])[CH2:49][CH2:48][O:47][CH3:46])[C:5]1[CH:6]=[C:7]([CH:43]=[CH:44][CH:45]=1)[CH2:8][O:9][CH:10]1[CH:15]([C:16]2[CH:17]=[CH:18][C:19]([O:22][CH2:23][CH2:24][CH2:25][O:26][CH2:27][C:28]3[CH:33]=[CH:32][CH:31]=[CH:30][C:29]=3[O:34][CH3:35])=[CH:20][CH:21]=2)[CH2:14][CH2:13][N:12]([C:36]([O:38][C:39]([CH3:40])([CH3:42])[CH3:41])=[O:37])[CH2:11]1)([CH3:3])[CH3:2]. Product: C(C)(C)N(C=1C=C(COC2CN(CCC2C2=CC=C(C=C2)OCCCOCC2=C(C=CC=C2)OC)C(=O)OC(C)(C)C)C=CC1)C(CCOC)=O (tert-Butyl 3-{3-[isopropyl-(3-methoxypropionyl)amino]benzyloxy}-4-{4-[3-(2-methoxybenzyloxy)propoxy]phenyl}piperidine-1-carboxylate). Reported procedure: Analogously to Example 116b, 0.400 g of tert-butyl 3-(3-isopropylaminobenzyloxy)-4-{4-[3-(2-methoxybenzyloxy)propoxy]phenyl}piperidine-1-carboxylate and 0.270 g of 3-methoxypropionyl chloride are reacted. The title compound is obtained as a colourless oil. Rf=0.27 (1:1 EtOAc-heptane); Rt=5.97. Starting materials: C(C)(C)NC=1C=C(COC2CN(CCC2C2=CC=C(C=C2)OCCCOCC2=C(C=CC=C2)OC)C(=O)OC(C)(C)C)C=CC1 (tert-butyl 3-(3-isopropylaminobenzyloxy)-4-{4-[3-(2-methoxybenzyloxy)propoxy]phenyl}piperidine-1-carboxylate), COCCC(=O)Cl (3-methoxypropionyl chloride). Starting materials: O=C([O-])[O-], CCO, COC(=O)N(Cc1cc(I)cc(C(F)(F)F)c1)Cc1cc(C(F)(F)F)ccc1-c1cc(C(C)C)ccc1OC, CC(C)(O)CO, [Na+], [Na+], O, c1ccc(P(c2ccccc2)(c2ccccc2)[Pd](P(c2ccccc2)(c2ccccc2)c2ccccc2)(P(c2ccccc2)(c2ccccc2)c2ccccc2)P(c2ccccc2)(c2ccccc2)c2ccccc2)cc1, OB(O)c1ccncc1. The product is COC(=O)N(Cc1cc(-c2ccncc2)cc(C(F)(F)F)c1)Cc1cc(C(F)(F)F)ccc1-c1cc(C(C)C)ccc1OC. As a reaction SMILES: [C:55](=[O:56])([O-:57])[O-:58].[CH3:139][CH2:140][OH:141].[CH3:1][O:2][C:3]([N:4]([CH2:5][c:6]1[c:7](-[c:16]2[c:17]([O:25][CH3:26])[cH:18][cH:19][c:20]([CH:22]([CH3:23])[CH3:24])[cH:21]2)[cH:8][cH:9][c:10]([C:12]([F:13])([F:14])[F:15])[cH:11]1)[CH2:27][c:28]1[cH:29][c:30]([I:38])[cH:31][c:32]([C:34]([F:35])([F:36])[F:37])[cH:33]1)=[O:39].[CH3:49][C:50]([OH:51])([CH3:52])[CH2:53][OH:54].[Na+:59].[Na+:60].[OH2:138].[cH:61]1[cH:62][cH:63][c:64]([P:65]([Pd:66]([P:67]([c:68]2[cH:69][cH:70][cH:71][cH:72][cH:73]2)([c:74]2[cH:75][cH:76][cH:77][cH:78][cH:79]2)[c:80]2[cH:81][cH:82][cH:83][cH:84][cH:85]2)([P:86]([c:87]2[cH:88][cH:89][cH:90][cH:91][cH:92]2)([c:93]2[cH:94][cH:95][cH:96][cH:97][cH:98]2)[c:99]2[cH:100][cH:101][cH:102][cH:103][cH:104]2)[P:105]([c:106]2[cH:107][cH:108][cH:109][cH:110][cH:111]2)([c:112]2[cH:113][cH:114][cH:115][cH:116][cH:117]2)[c:118]2[cH:119][cH:120][cH:121][cH:122][cH:123]2)([c:124]2[cH:125][cH:126][cH:127][cH:128][cH:129]2)[c:130]2[cH:131][cH:132][cH:133][cH:134][cH:135]2)[cH:136][cH:137]1.[n:40]1[cH:41][cH:42][c:43]([B:46]([OH:47])[OH:48])[cH:44][cH:45]1>>[CH3:1][O:2][C:3]([N:4]([CH2:5][c:6]1[c:7](-[c:16]2[c:17]([O:25][CH3:26])[cH:18][cH:19][c:20]([CH:22]([CH3:23])[CH3:24])[cH:21]2)[cH:8][cH:9][c:10]([C:12]([F:13])([F:14])[F:15])[cH:11]1)[CH2:27][c:28]1[cH:29][c:30](-[c:43]2[cH:42][cH:41][n:40][cH:45][cH:44]2)[cH:31][c:32]([C:34]([F:35])([F:36])[F:37])[cH:33]1)=[O:39]. Reactants: C(\C=C\C1=CC=CC=C1)(=O)O (Trans-cinnamic acid), [OH-].C(CCC)[N+](CCCC)(CCCC)CCCC (tetrabutylammonium hydroxide), C(C)(C)(C)N(CC(=O)OCC[Si](C)(C)C)C(=O)OCCl (2-(trimethylsilyl)ethyl 2-(tert-butyl((chloromethoxy)carbonyl)amino)-acetate). Run in CO (methanol). Run at time 24 hour. Product: C1(=CC=CC=C1)/C=C/C(=O)OCOC(N(CC(OCC[Si](C)(C)C)=O)C(C)(C)C)=O (4-tert-butyl-10,10-dimethyl-3,6-dioxo-2,7-dioxa-4-aza-10-silaundec-1-yl (2E)-3-phenylacrylate). Reaction SMILES: [C:1]([OH:11])(=[O:10])/[CH:2]=[CH:3]/[C:4]1[CH:9]=[CH:8][CH:7]=[CH:6][CH:5]=1.[OH-].C([N+](CCCC)(CCCC)CCCC)CCC.[C:30]([N:34]([C:45]([O:47][CH2:48]Cl)=[O:46])[CH2:35][C:36]([O:38][CH2:39][CH2:40][Si:41]([CH3:44])([CH3:43])[CH3:42])=[O:37])([CH3:33])([CH3:32])[CH3:31]>CO>[C:4]1(/[CH:3]=[CH:2]/[C:1]([O:11][CH2:48][O:47][C:45](=[O:46])[N:34]([C:30]([CH3:32])([CH3:31])[CH3:33])[CH2:35][C:36](=[O:37])[O:38][CH2:39][CH2:40][Si:41]([CH3:42])([CH3:43])[CH3:44])=[O:10])[CH:5]=[CH:6][CH:7]=[CH:8][CH:9]=1 |f:1.2|. Procedure details: Trans-cinnamic acid (23.1 mmol) and 1.0 M tetrabutylammonium hydroxide (22.2 mmol) in methanol are stirred for one hour, and the methanol is removed. THF is added. To this solution is added 2-(trimethylsilyl)ethyl 2-(tert-butyl((chloromethoxy)carbonyl)amino)-acetate (18.5 mmol) and the mixture is stirred at room temperature for 24 hr. The solvent is removed and the residue is diluted with ether. The resulting solution is washed with water and brine. The organic layer is dried over magnesium sulf... Starting materials: C(=O)(OCC1=CC=CC=C1)N1CC(C1)(C1=C(C=C(C=C1)N1C(O[C@@H](C1)CN)=O)F)C ((R)-(-)-N-carbobenzyloxy-3-methyl-3-[2-fluoro-4-[5-aminomethyl-2-oxo-3-oxazolidinyl]phenyl]azetidine), N1=CC=CC=C1 (pyridine), C(C)(=O)OC(C)=O (acetic anhydride). Solvent: ClCCl (dichloromethane). Reaction conditions: temperature 0 celsius. The product is FC=1C=C(C=CC1C1(CN(C1)C(=O)OCC1=CC=CC=C1)C)N1C(O[C@H](C1)CNC(C)=O)=O ((S)-N-[[3-[3-Fluoro-4-[1-(carbobenzyloxy)-(3-methyl)-3-azetidinyl]-phenyl]-2-oxo-5-oxazolidinyl]methyl]acetamide), C(C)(=O)N (acetamide). RXN SMILES: [C:1]([N:11]1[CH2:14][C:13]([CH3:30])([C:15]2[CH:20]=[CH:19][C:18]([N:21]3[CH2:25][C@@H:24]([CH2:26][NH2:27])[O:23][C:22]3=[O:28])=[CH:17][C:16]=2[F:29])[CH2:12]1)([O:3][CH2:4][C:5]1[CH:10]=[CH:9][CH:8]=[CH:7][CH:6]=1)=[O:2].[N:31]1C=CC=[CH:33][CH:32]=1.[C:37](OC(=O)C)(=[O:39])[CH3:38]>ClCCl>[F:29][C:16]1[CH:17]=[C:18]([N:21]2[CH2:25][C@H:24]([CH2:26][NH:27][C:37](=[O:39])[CH3:38])[O:23][C:22]2=[O:28])[CH:19]=[CH:20][C:15]=1[C:13]1([CH3:30])[CH2:14][N:11]([C:1]([O:3][CH2:4][C:5]2[CH:10]=[CH:9][CH:8]=[CH:7][CH:6]=2)=[O:2])[CH2:12]1.[C:32]([NH2:31])(=[O:2])[CH3:33]. Reported procedure: The title compound was prepared as followed: (R)-(-)-N-carbobenzyloxy-3-methyl-3-[2-fluoro-4-[5-aminomethyl-2-oxo-3-oxazolidinyl]phenyl]azetidine was diluted with 220 mL dichloromethane, cooled to 0° C., and successively treated with 3.7 mL pyridine (46 mmol) and 1.8 mL acetic anhydride (19 mmol) with no observable change. The cooling bath was removed and the reaction mixture was warmed to room temperature for 16 hours. The visually unchanged solution was concentrated to a yellow foam, rediluted...